This data is from the Open Reaction Database (ORD), a public repository of structured organic reaction records. The task is: describe an organic reaction: reactants, conditions, products, and yield Reactants: Cc1cc(N2CCC(CCOS(C)(=O)=O)CC2)c2c(C)cn(-c3c(C)cc(Br)cc3C)c2n1, CC(C)=O, [I-], [Na+], O. The product is Cc1cc(N2CCC(CCI)CC2)c2c(C)cn(-c3c(C)cc(Br)cc3C)c2n1. Reaction SMILES: [Br:1][c:2]1[cH:3][c:4]([CH3:33])[c:5](-[n:9]2[cH:10][c:11]([CH3:32])[c:12]3[c:13]2[n:14][c:15]([CH3:31])[cH:16][c:17]3[N:18]2[CH2:19][CH2:20][CH:21]([CH2:24][CH2:25][O:26][S:27]([CH3:28])(=[O:29])=[O:30])[CH2:22][CH2:23]2)[c:6]([CH3:8])[cH:7]1.[CH3:37][C:38](=[O:39])[CH3:40].[I-:34].[Na+:35].[OH2:36]>>[Br:1][c:2]1[cH:3][c:4]([CH3:33])[c:5](-[n:9]2[cH:10][c:11]([CH3:32])[c:12]3[c:13]2[n:14][c:15]([CH3:31])[cH:16][c:17]3[N:18]2[CH2:19][CH2:20][CH:21]([CH2:24][CH2:25][I:34])[CH2:22][CH2:23]2)[c:6]([CH3:8])[cH:7]1. Reactants: [OH-].[Na+] (sodium hydroxide), Cl.C(C1=CC=CC=C1)ON (O-benzyl hydroxylamine hydrochloride), C(=O)C1=NC=CC=C1O (2-formyl-3-hydroxypyridine). Run in C(C)O.O (ethanol water). Conditions: time 3 hour. The product is C(C1=CC=CC=C1)ON (O-benzyl hydroxylamine), pure product. Yield: 90.3%. As a reaction SMILES: [OH-].[Na+].Cl.[CH2:4]([O:11][NH2:12])[C:5]1[CH:10]=[CH:9][CH:8]=[CH:7][CH:6]=1.C(C1C(O)=CC=CN=1)=O>C(O)C.O>[CH2:4]([O:11][NH2:12])[C:5]1[CH:10]=[CH:9][CH:8]=[CH:7][CH:6]=1 |f:0.1,2.3,5.6|. Procedure: A solution of O-benzyl hydroxylamine was prepared by dissolving 2 g of sodium hydroxide (0.05 mol) and 8 g of O-benzyl hydroxylamine hydrochloride (0.05 mol) in 50 mL of 50% ethanol-water. To this solution was added 6.15 g of 2-formyl-3-hydroxypyridine (0.05 mol). The mixture was stirred for 3 h at room temperature. The precipitate was then filtered and air dried to yield 10.3 g (90.3%) of pure product; m.p. 64°-65° C. 1H NMR (CDCl3) d: 9.72 (s, 1H, OH); 8.37 (s, 1H, CH=N); 8.13 (d of d, J=2H, J... Starting materials: C1CCOC1, CI, CN(C)C(=O)Nc1ccc(OCCc2ccccc2)c(Cl)c1, [H-], [H][H], [Na+]. The product is CN(C)C(=O)N(C)c1ccc(OCCc2ccccc2)c(Cl)c1. As a reaction SMILES: [CH2:29]1[O:30][CH2:31][CH2:32][CH2:33]1.[CH3:27][I:28].[Cl:3][c:4]1[cH:5][c:6]([NH:19][C:20]([N:21]([CH3:22])[CH3:23])=[O:24])[cH:7][cH:8][c:9]1[O:10][CH2:11][CH2:12][c:13]1[cH:14][cH:15][cH:16][cH:17][cH:18]1.[H-:1].[H:25][H:26].[Na+:2]>>[Cl:3][c:4]1[cH:5][c:6]([N:19]([C:20]([N:21]([CH3:22])[CH3:23])=[O:24])[CH3:27])[cH:7][cH:8][c:9]1[O:10][CH2:11][CH2:12][c:13]1[cH:14][cH:15][cH:16][cH:17][cH:18]1.